This data is from the Open Reaction Database (ORD), a public repository of structured organic reaction records. The task is: describe an organic reaction: reactants, conditions, products, and yield Starting materials: BrC=1C=CC=2N(C1)C=C(N2)C(=O)NC2=CC=CC=C2 (6-bromo-N-phenylimidazo[1,2-a]pyridine-2-carboxamide), BrC=1C=CC=2N(C1)C=C(N2)C(=O)NC2=CC=CC=C2 (6-bromo-N-phenylimidazo[1,2-a]pyridine-2-carboxamide), N1=CC(=CC=C1)B(O)O (pyridine-3-boronic acid), C([O-])([O-])=O.[Na+].[Na+] (sodium carbonate), C(C)#N (acetonitrile). Reagents/catalysts: C=1C=CC(=CC1)[P](C=2C=CC=CC2)(C=3C=CC=CC3)[Pd]([P](C=4C=CC=CC4)(C=5C=CC=CC5)C=6C=CC=CC6)([P](C=7C=CC=CC7)(C=8C=CC=CC8)C=9C=CC=CC9)[P](C=1C=CC=CC1)(C=1C=CC=CC1)C=1C=CC=CC1 (tetrakis(triphenylphosphine)palladium). Solvent: C1(=CC=CC=C1)C (toluene). The product is C1(=CC=CC=C1)NC(=O)C=1N=C2N(C=C(C=C2)C=2C=NC=CC2)C1 (N-phenyl-6-(pyrid-3-yl)imidazo[1,2-a]pyridine-2-carboxamide). Isolated yield 48.9%. RXN SMILES: Br[C:2]1[CH:3]=[CH:4][C:5]2[N:6]([CH:8]=[C:9]([C:11]([NH:13][C:14]3[CH:19]=[CH:18][CH:17]=[CH:16][CH:15]=3)=[O:12])[N:10]=2)[CH:7]=1.[N:20]1[CH:25]=[CH:24][CH:23]=[C:22](B(O)O)[CH:21]=1.C(=O)([O-])[O-].[Na+].[Na+].C(#N)C>C1C=CC([P]([Pd]([P](C2C=CC=CC=2)(C2C=CC=CC=2)C2C=CC=CC=2)([P](C2C=CC=CC=2)(C2C=CC=CC=2)C2C=CC=CC=2)[P](C2C=CC=CC=2)(C2C=CC=CC=2)C2C=CC=CC=2)(C2C=CC=CC=2)C2C=CC=CC=2)=CC=1.C1(C)C=CC=CC=1>[C:14]1([NH:13][C:11]([C:9]2[N:10]=[C:5]3[CH:4]=[CH:3][C:2]([C:22]4[CH:21]=[N:20][CH:25]=[CH:24][CH:23]=4)=[CH:7][N:6]3[CH:8]=2)=[O:12])[CH:19]=[CH:18][CH:17]=[CH:16][CH:15]=1 |f:2.3.4,^1:41,43,62,81|. Procedure details: 150 mg of 6-bromo-N-phenylimidazo[1,2-a]pyridine-2-carboxamide (Intermediate 1), 0.237 g of pyridine-3-boronic acid, 45 mg of tetrakis(triphenylphosphine)palladium, 2 mL of aqueous 2M sodium carbonate solution, 4 mL of acetonitrile and 4 mL of toluene are placed in a microwave tube. The mixture is heated for 20 minutes in a microwave machine set at 150° C., and then cooled and filtered, the insoluble matter being washed with a mixture of methanol and dichloromethane. The combined filtrates are c... Reactants: COC1=CC=C(C(C(=O)OC)(O)C2=CC=C(C=C2)OC)C=C1 (methyl 4,4′-dimethoxybenzilate), [C@@]12(C=CC[C@H](CC1)N2C)O (tropenol). Yields the product COC1=CC=C(C(C(=O)O[C@]23C=CC[C@H](CC2)N3C)(O)C3=CC=C(C=C3)OC)C=C1 (tropenol 4,4′-dimethoxybenzilate). RXN SMILES: [CH3:1][O:2][C:3]1[CH:22]=[CH:21][C:6]([C:7]([C:13]2[CH:18]=[CH:17][C:16]([O:19][CH3:20])=[CH:15][CH:14]=2)([OH:12])[C:8]([O:10][CH3:11])=[O:9])=[CH:5][CH:4]=1.[C@@:23]12(O)[N:30](C)[C@@H:27]([CH2:28][CH2:29]1)[CH2:26][CH:25]=[CH:24]2>>[CH3:20][O:19][C:16]1[CH:17]=[CH:18][C:13]([C:7]([C:6]2[CH:5]=[CH:4][C:3]([O:2][CH3:1])=[CH:22][CH:21]=2)([OH:12])[C:8]([O:10][C@@:11]23[N:30]([CH3:23])[C@@H:27]([CH2:28][CH2:29]2)[CH2:26][CH:25]=[CH:24]3)=[O:9])=[CH:14][CH:15]=1. Reported procedure: 4.14 is prepared analogously to the method according to II.1. Yield: 3.3 g (78% of theory) starting from 3.0 g (0.01 mol) of 3g and 1.39 g (0.01 mol) of tropenol; melting point: 146° C.-147° C.